From a dataset of the Open Reaction Database (ORD), a public repository of structured organic reaction records. describe an organic reaction: reactants, conditions, products, and yield Reactants: N1C(=O)NC(=O)C1 (hydantoin), [OH-].[K+] (potassium hydroxide), C(C#C)Br (propargyl bromide). The reagents and catalysts are [Br-].C(CCC)[N+](CCCC)(CCCC)CCCC (tetrabutylammonium bromide). The solvent is C1CCOC1 (THF), CCOC(=O)C (EtOAc). Reaction conditions: temperature 75 celsius. Yields the product C(C#C)N1C(NCC1=O)=O (3-Prop-2-ynyl-imidazolidine-2,4-dione). The yield is 60.1%. RXN SMILES: [NH:1]1[CH2:7][C:5](=[O:6])[NH:4][C:2]1=[O:3].[OH-].[K+].[CH2:10](Br)[C:11]#[CH:12]>C1COCC1.[Br-].C([N+](CCCC)(CCCC)CCCC)CCC.CCOC(C)=O>[CH2:12]([N:4]1[C:5](=[O:6])[CH2:7][NH:1][C:2]1=[O:3])[C:11]#[CH:10] |f:1.2,5.6|. Procedure: To a solution of hydantoin (10 g, 100 mmol) in THF (150 mL) add tetrabutylammonium bromide (4 g, 12.3 mmol), potassium hydroxide (5.6 g, 100 mmol) and then propargyl bromide (11.9 g, 100 mmol). Heat the mixture to 75° C. for 18 h. Dilute the mixture with EtOAc (200 mL), wash with water (2×100 mL) and 1N aqueous HCl (100 mL). Dry the organic phase over MgSO4, filter and concentrate in vacuo to obtain the title compound as a yellow powder (8.3 g, 60%). Triturate the solid with diethyl ether (100 m... Reactants: CC1(CC(C=2CCCNC2C1)=O)C (7,7-Dimethyl-1,2,3,4,7,8-hexahydro-quinolin-5 (6H)-one), BrCCC (1-bromopropane), CC(C)N1C=C(CCC1)C(=O)C (Methyl 1-(1-methylethyl)-1,4,5,6-tetrahydro-3-pyridyl ketone). Yields the product CC1(CC(C=2CCCN(C2C1)CCC)=O)C (7,7-dimethyl-1,2,3,4,7, 8-hexahydro-1-propyl-quinolin-5(6H)-one). RXN SMILES: [CH3:1][C:2]1([CH3:13])[CH2:11][C:10]2[NH:9][CH2:8][CH2:7][CH2:6][C:5]=2[C:4](=[O:12])[CH2:3]1.Br[CH2:15][CH2:16][CH3:17].CC(N1CCCC(C(C)=O)=C1)C>>[CH3:1][C:2]1([CH3:13])[CH2:11][C:10]2[N:9]([CH2:15][CH2:16][CH3:17])[CH2:8][CH2:7][CH2:6][C:5]=2[C:4](=[O:12])[CH2:3]1. Reported procedure: 7,7-Dimethyl-1,2,3,4,7,8-hexahydro-quinolin-5 (6H)-one [prepared by the method of Grob and Kiefer, Helv. Chim Acta., 48 799, (1964)]was reacted with 1-bromopropane according to the procedure of Part (b) of Example 1 to give 7,7-dimethyl-1,2,3,4,7, 8-hexahydro-1-propyl-quinolin-5(6H)-one (17) as an oil. Reactants: O=C1Cc2ccccc2N1, O=Cc1ccc2[nH]ccc2c1. Yields the product O=C1Nc2ccccc2C1=Cc1ccc2[nH]ccc2c1. RXN SMILES: [NH:1]1[C:2](=[O:10])[CH2:3][c:4]2[cH:5][cH:6][cH:7][cH:8][c:9]21.[nH:11]1[cH:12][cH:13][c:14]2[cH:15][c:16]([CH:20]=[O:21])[cH:17][cH:18][c:19]12>>[NH:1]1[C:2](=[O:10])[C:3](=[CH:20][c:16]2[cH:15][c:14]3[cH:13][cH:12][nH:11][c:19]3[cH:18][cH:17]2)[c:4]2[cH:5][cH:6][cH:7][cH:8][c:9]21.